This data is from the Open Reaction Database (ORD), a public repository of structured organic reaction records. The task is: describe an organic reaction: reactants, conditions, products, and yield Starting materials: Cl.COC1=CC=C(C[C@@H](N)C(=O)O)C=C1 (O-Methyl-D-tyrosine hydrochloride), compound, CO (methanol), S(=O)(Cl)Cl (thionyl chloride). The solvent is N1=CC=CC=C1 (pyridine). Reaction conditions: time 1 hour. The product is Cl.COC([C@H](N)CC1=CC=C(C=C1)OC)=O (O-Methyl-D-tyrosine methyl ester hydrochloride). Reaction SMILES: Cl.[CH3:2][O:3][C:4]1[CH:15]=[CH:14][C:7]([CH2:8][C@H:9]([C:11]([OH:13])=[O:12])[NH2:10])=[CH:6][CH:5]=1.[CH3:16]O.S(Cl)([Cl:20])=O>N1C=CC=CC=1>[ClH:20].[CH3:16][O:12][C:11](=[O:13])[C@@H:9]([CH2:8][C:7]1[CH:6]=[CH:5][C:4]([O:3][CH3:2])=[CH:15][CH:14]=1)[NH2:10] |f:0.1,5.6|. Procedure: O-Methyl-D-tyrosine hydrochloride, 10.0 g., in 100 ml. of methanol is cooled in an ice bath and treated slowly with 3.4 ml. of thionyl chloride. The reaction is stirred for one hour with cooling and then overnight at room temperature. The solution is evaporated to dryness and the residue crystallized from methanol-ether to give 5.2 g. of the above named compound mp. 189°-190° C., [α]D23 -68° (c 1.04, pyridine). Reactants: C([O-])([O-])=O.[K+].[K+] (Potassium carbonate), C(C)(=O)OC\1C(CCC(CC(=O)OC(C(/C=C1)C)\C(=C\C=C\C(CC1C(C(C(CC)OC(C)OCC)C)O1)C)\C)OC(C)OCC)(C)OC(C)OCC ((8E,12E,14E)-7-acetoxy-3,6,21-tri(1-ethoxyethoxy)-6,10,12,16,20-pentamethyl-18,19-epoxytricosa-8,12,14-trien-11-olide), C(C)(=O)O (Acetic acid), C(C)(=O)OCC (ethyl acetate). The solvent is CO (methanol), O (water). Reaction conditions: time 2 hour. The product is C(C)OC(C)OC1CC(=O)OC(C(/C=C/C(C(CC1)(C)OC(C)OCC)O)C)\C(=C\C=C\C(CC1C(C(C(CC)OC(C)OCC)C)O1)C)\C ((8E,12E,14E)-3,6,21-Tri(1-ethoxyethoxy)-7-hydroxy-6,10,12,16,20-pentamethyl-18,19-epoxytricosa-8,12,14-trien-11-olide). Isolated yield 102.5%. RXN SMILES: C(=O)([O-])[O-].[K+].[K+].C([O:10][CH:11]1[C:12]([O:54][CH:55]([O:57][CH2:58][CH3:59])[CH3:56])([CH3:53])[CH2:13][CH2:14][CH:15]([O:47][CH:48]([O:50][CH2:51][CH3:52])[CH3:49])[CH2:16][C:17]([O:19][CH:20](/[C:25](/[CH3:46])=[CH:26]/[CH:27]=[CH:28]/[CH:29]([CH3:45])[CH2:30][CH:31]2[O:44][CH:32]2[CH:33]([CH3:43])[CH:34]([O:37][CH:38]([O:40][CH2:41][CH3:42])[CH3:39])[CH2:35][CH3:36])[CH:21]([CH3:24])[CH:22]=[CH:23]1)=[O:18])(=O)C.C(O)(=O)C.C(OCC)(=O)C>CO.O>[CH2:51]([O:50][CH:48]([O:47][CH:15]1[CH2:14][CH2:13][C:12]([O:54][CH:55]([O:57][CH2:58][CH3:59])[CH3:56])([CH3:53])[CH:11]([OH:10])[CH:23]=[CH:22][CH:21]([CH3:24])[CH:20](/[C:25](/[CH3:46])=[CH:26]/[CH:27]=[CH:28]/[CH:29]([CH3:45])[CH2:30][CH:31]2[O:44][CH:32]2[CH:33]([CH3:43])[CH:34]([O:37][CH:38]([O:40][CH2:41][CH3:42])[CH3:39])[CH2:35][CH3:36])[O:19][C:17](=[O:18])[CH2:16]1)[CH3:49])[CH3:52] |f:0.1.2|. Reported procedure: Potassium carbonate (138 mg, 0,996 mmol) was added to a solution of (8E,12E,14E)-7-acetoxy-3,6,21-tri(1-ethoxyethoxy)-6,10,12,16,20-pentamethyl-18,19-epoxytricosa-8,12,14-trien-11-olide (250 mg, 0.332 mmol) in methanol (5 mL) at room temperature, followed by stirring at the same temperature for 2 hours. Acetic acid (60 mg, 1 mmol), ethyl acetate and water were added to the reaction solution, and the mixture was extracted with ethyl acetate. The organic layer was washed with water, dried over anh... Starting materials: C(C)C=1N=C2N(N=C(C=C2C)C)C1C(O)C1=CC=C(C=C1)O (1-(2-ethyl-6,8-dimethylimidazo[1,2-b]pyridazin-3-yl)-1-(4-hydroxyphenyl)methanol), [I-].[Na+] (sodium iodide), Cl[Si](C)(C)Cl (dichlorodimethylsilane). Run in C(C)#N (acetonitrile). Reaction conditions: time 20 minute. Yields the product C(C)C=1N=C2N(N=C(C=C2C)C)C1CC1=CC=C(C=C1)O (4-[(2-ethyl-6,8-dimethylimidazo[1,2-b]pyridazin-3-yl)methyl]phenol). Isolated yield 89.4%. RXN SMILES: [CH2:1]([C:3]1[N:4]=[C:5]2[C:10]([CH3:11])=[CH:9][C:8]([CH3:12])=[N:7][N:6]2[C:13]=1[CH:14]([C:16]1[CH:21]=[CH:20][C:19]([OH:22])=[CH:18][CH:17]=1)O)[CH3:2].[I-].[Na+].Cl[Si](Cl)(C)C>C(#N)C>[CH2:1]([C:3]1[N:4]=[C:5]2[C:10]([CH3:11])=[CH:9][C:8]([CH3:12])=[N:7][N:6]2[C:13]=1[CH2:14][C:16]1[CH:17]=[CH:18][C:19]([OH:22])=[CH:20][CH:21]=1)[CH3:2] |f:1.2|. Procedure: To a stirred suspension of 2.607 g (8.8 mmol) of the product of Step D and 5.257 g (35.1 mmol) of sodium iodide in 12 mL of acetonitrile was added 2.13 mL (17.5 mmol) of dichlorodimethylsilane via syringe under a nitrogen atmosphere. The reaction mixture which immediately darkened was stirred for 20 min at room temperature, then partitioned between EtOAc and brine. The organic layer was washed with aqueous sodium bicarbonate, 10% aqueous sodium thiosulfate, then dried (MgSO4), filtered and evapo... Reactants: C(CCCCCCCCC)C=1N=NN(N1)CC(=O)OCC (ethyl 5-decyl-2H-tetrazole-2-acetate), C(CCCCCCCCC)C=1N=NN(N1)C(C(=O)OCC)C1=CC=CC=C1 (ethyl (±)-5-decyl-α-phenyl-2H-tetrazole-2-acetate). The product is C(CCCCCCCCC)C=1N=NN(N1)CC(=O)O (5-decyl-2H-tetrazole-2-acetic acid). RXN SMILES: [CH2:1]([C:11]1[N:12]=[N:13][N:14]([CH2:16][C:17]([O:19]CC)=[O:18])[N:15]=1)[CH2:2][CH2:3][CH2:4][CH2:5][CH2:6][CH2:7][CH2:8][CH2:9][CH3:10].C(C1N=NN(C(C2C=CC=CC=2)C(OCC)=O)N=1)CCCCCCCCC>>[CH2:1]([C:11]1[N:12]=[N:13][N:14]([CH2:16][C:17]([OH:19])=[O:18])[N:15]=1)[CH2:2][CH2:3][CH2:4][CH2:5][CH2:6][CH2:7][CH2:8][CH2:9][CH3:10]. Procedure: When in the general procedure of Example 79 an appropriate amount of ethyl 5-decyl-2H-tetrazole-2-acetate was substituted for ethyl (±)-5-decyl-α-phenyl-2H-tetrazole-2-acetate, the title compound was obtained, mp 83°-86° C.